From a dataset of the Open Reaction Database (ORD), a public repository of structured organic reaction records. describe an organic reaction: reactants, conditions, products, and yield Starting materials: COC=1C=C(C=CC1OC)NC(=O)C1=CC2=C(N=C(S2)N2CCN(CC2)C([C@H](CC)NC(OC(C)(C)C)=O)=O)C=C1 ((S)-tert-butyl 1-(4-(6-(3,4-dimethoxyphenylcarbamoyl)benzo[d]thiazol-2-yl)piperazin-1-yl)-1-oxobutan-2-ylcarbamate), Cl (hydrogen chloride). The solvent is O1CCOCC1 (p-dioxane), O1CCOCC1 (1,4-dioxane). Run at time 5.5 hour. The product is Cl.N[C@H](C(=O)N1CCN(CC1)C=1SC2=C(N1)C=CC(=C2)C(=O)NC2=CC(=C(C=C2)OC)OC)CC ((S)-2-(4-(2-aminobutanoyl)piperazin-1-yl)-N-(3,4-dimethoxyphenyl)benzo[d]thiazole-6-carboxamide hydrochloride). Reaction SMILES: [CH3:1][O:2][C:3]1[CH:4]=[C:5]([NH:11][C:12]([C:14]2[CH:41]=[CH:40][C:17]3[N:18]=[C:19]([N:21]4[CH2:26][CH2:25][N:24]([C:27](=[O:39])[C@@H:28]([NH:31]C(=O)OC(C)(C)C)[CH2:29][CH3:30])[CH2:23][CH2:22]4)[S:20][C:16]=3[CH:15]=2)=[O:13])[CH:6]=[CH:7][C:8]=1[O:9][CH3:10].[ClH:42]>O1CCOCC1>[ClH:42].[NH2:31][C@@H:28]([CH2:29][CH3:30])[C:27]([N:24]1[CH2:25][CH2:26][N:21]([C:19]2[S:20][C:16]3[CH:15]=[C:14]([C:12]([NH:11][C:5]4[CH:6]=[CH:7][C:8]([O:9][CH3:10])=[C:3]([O:2][CH3:1])[CH:4]=4)=[O:13])[CH:41]=[CH:40][C:17]=3[N:18]=2)[CH2:22][CH2:23]1)=[O:39] |f:3.4|. Procedure: The (S)-tert-butyl 1-(4-(6-(3,4-dimethoxyphenylcarbamoyl)benzo[d]thiazol-2-yl)piperazin-1-yl)-1-oxobutan-2-ylcarbamate (142.8 mg, 0.245 mmol) was dissolved in p-dioxane (3 mL), treated with 4N hydrogen chloride in 1,4-dioxane (3 mL, 12.0 mmol) and the resulting mixture was stirred at room temperature for 5.5 h. The resulting heterogenous mixture was concentrated under high vacuum, then covered with diethyl ether and placed under high vacuum for 2 d to yield the title compound as a pale yellow po... The reactants are NC1=COC2=C(C1=O)C=C(C(=C2)NS(=O)(=O)C)OC2=CC=CC=C2 (3-amino-7-methylsulfonylamino-6-phenoxy-4H-1-benzopyran-4-one), COC1OC(CC1)OC (2,5-dimethoxytetrahydrofuran), O (water). The solvent is C(C)(=O)O (acetic acid). Conditions: time 30 minute. Yields the product CS(=O)(=O)NC1=CC2=C(C(C(=CO2)N2C=CC=C2)=O)C=C1OC1=CC=CC=C1 (7-methylsulfonylamino-6-phenoxy-3-(1-pyrrolyl)-4H-1-benzopyran-4-one). Yield: 43.7%. Reaction SMILES: [NH2:1][C:2]1[C:7](=[O:8])[C:6]2[CH:9]=[C:10]([O:18][C:19]3[CH:24]=[CH:23][CH:22]=[CH:21][CH:20]=3)[C:11]([NH:13][S:14]([CH3:17])(=[O:16])=[O:15])=[CH:12][C:5]=2[O:4][CH:3]=1.CO[CH:27]1[CH2:31][CH2:30][CH:29](OC)O1.O>C(O)(=O)C>[CH3:17][S:14]([NH:13][C:11]1[C:10]([O:18][C:19]2[CH:20]=[CH:21][CH:22]=[CH:23][CH:24]=2)=[CH:9][C:6]2[C:7](=[O:8])[C:2]([N:1]3[CH:27]=[CH:31][CH:30]=[CH:29]3)=[CH:3][O:4][C:5]=2[CH:12]=1)(=[O:15])=[O:16]. Procedure: In 5 ml of acetic acid were dissolved 500 mg of 3-amino-7-methylsulfonylamino-6-phenoxy-4H-1-benzopyran-4-one and 250 mg of 2,5-dimethoxytetrahydrofuran. The mixture was stirred for 30 minutes at 70°-80° C. and then cooled to room temperature. 50 ml of water was added thereto. The resulting crystal was collected by filtration and recrystallized from ethyl acetate-diisopropyl ether to obtain 250 mg (yield: 43.7%) of 7-methylsulfonylamino-6-phenoxy-3-(1-pyrrolyl)-4H-1-benzopyran-4-one having a mel... Reactants: ClC=1C=C(C2=C(CCO2)C1)C(CC(CC#CC1=NC(=NC=C1NC(C(F)(F)F)=O)C(C)C)(C(F)(F)F)O)(C)C (N-{4-[6-(5-chloro-2,3-dihydrobenzofuran-7-yl)-4-hydroxy-6-methyl-4-trifluoromethylhept-1-ynyl]-2-isopropylpyrimidin-5-yl}-2,2,2-trifluoroacetamide), CN(C(N(C)C)=N)C (tetramethylguanidine). Solvent: O1CCOCC1 (dioxane). Run at temperature 100 celsius. The product is ClC=1C=C(C2=C(CCO2)C1)C(CC(C(F)(F)F)(O)CC1=CC=2N=C(N=CC2N1)C(C)C)(C)C (4-(5-Chloro-2,3-dihydrobenzofuran-7-yl)-1,1,1-trifluoro-2-(2-isopropyl-5H-pyrrolo[3,2-d]pyrimidin-6-ylmethyl)-4-methylpentan-2-ol). Yield: 52.0%. As a reaction SMILES: [Cl:1][C:2]1[CH:3]=[C:4]([C:11]([CH3:39])([CH3:38])[CH2:12][C:13]([OH:37])([C:33]([F:36])([F:35])[F:34])[CH2:14][C:15]#[C:16][C:17]2[C:22]([NH:23]C(=O)C(F)(F)F)=[CH:21][N:20]=[C:19]([CH:30]([CH3:32])[CH3:31])[N:18]=2)[C:5]2[O:9][CH2:8][CH2:7][C:6]=2[CH:10]=1.CN(C)C(=N)N(C)C>O1CCOCC1>[Cl:1][C:2]1[CH:3]=[C:4]([C:11]([CH3:38])([CH3:39])[CH2:12][C:13]([CH2:14][C:15]2[NH:23][C:22]3[CH:21]=[N:20][C:19]([CH:30]([CH3:32])[CH3:31])=[N:18][C:17]=3[CH:16]=2)([OH:37])[C:33]([F:36])([F:35])[F:34])[C:5]2[O:9][CH2:8][CH2:7][C:6]=2[CH:10]=1. Procedure details: To a solution of N-{4-[6-(5-chloro-2,3-dihydrobenzofuran-7-yl)-4-hydroxy-6-methyl-4-trifluoromethylhept-1-ynyl]-2-isopropylpyrimidin-5-yl}-2,2,2-trifluoroacetamide (58 mg, 0.1 mmol) in 1 mL of anhydrous dioxane was added tetramethylguanidine (0.05 mL, 0.4 mmol) and the reaction mixture stirred and heated in oil bath maintained at 100° C. for 1 hour. Purification by preparative TLC over silica gel eluting with 5% methanol in dichloromethane provided the title compound as a light cream colored sol... The product is Cc1cc(C(F)(F)F)ccc1C1CC(c2cc(=O)[nH]o2)CCN1. As a reaction SMILES: [BrH:28].[CH3:1][c:2]1[c:3]([CH:12]2[N:13]([C:24]([O:25][CH3:26])=[O:27])[CH2:14][CH2:15][CH:16]([c:18]3[cH:19][c:20](=[O:23])[nH:21][o:22]3)[CH2:17]2)[cH:4][cH:5][c:6]([C:8]([F:9])([F:10])[F:11])[cH:7]1>>[CH3:1][c:2]1[c:3]([CH:12]2[NH:13][CH2:14][CH2:15][CH:16]([c:18]3[cH:19][c:20](=[O:23])[nH:21][o:22]3)[CH2:17]2)[cH:4][cH:5][c:6]([C:8]([F:9])([F:10])[F:11])[cH:7]1. Reactants: Br, COC(=O)N1CCC(c2cc(=O)[nH]o2)CC1c1ccc(C(F)(F)F)cc1C. Starting materials: C1(=CC=CC=C1)B(O)O (phenylboronic acid), ClC1=CC(=NC=C1)NC=1C=CC(=C(C1)[C@]1(N=C(O[C@@H](C1)C(F)(F)F)N)CF)F ((4S,6S)-4-(5-((4-chloropyridin-2-yl)amino)-2-fluorophenyl)-4-(fluoromethyl)-6-(trifluoromethyl)-5,6-dihydro-4H-1,3-oxazin-2-amine). Product: FC1=C(C=C(C=C1)NC1=NC=CC(=C1)C1=CC=CC=C1)[C@]1(N=C(O[C@@H](C1)C(F)(F)F)N)CF ((4S,6S)-4-(2-fluoro-5-((4-phenylpyridin-2-yl)amino)phenyl)-4-(fluoromethyl)-6-(trifluoromethyl)-5,6-dihydro-4H-1,3-oxazin-2-amine). Reaction SMILES: [C:1]1(B(O)O)[CH:6]=[CH:5][CH:4]=[CH:3][CH:2]=1.Cl[C:11]1[CH:16]=[CH:15][N:14]=[C:13]([NH:17][C:18]2[CH:19]=[CH:20][C:21]([F:37])=[C:22]([C@:24]3([CH2:35][F:36])[CH2:29][C@@H:28]([C:30]([F:33])([F:32])[F:31])[O:27][C:26]([NH2:34])=[N:25]3)[CH:23]=2)[CH:12]=1>>[F:37][C:21]1[CH:20]=[CH:19][C:18]([NH:17][C:13]2[CH:12]=[C:11]([C:1]3[CH:6]=[CH:5][CH:4]=[CH:3][CH:2]=3)[CH:16]=[CH:15][N:14]=2)=[CH:23][C:22]=1[C@:24]1([CH2:35][F:36])[CH2:29][C@@H:28]([C:30]([F:33])([F:32])[F:31])[O:27][C:26]([NH2:34])=[N:25]1. Procedure details: The title compound was synthesized by procedures and steps analogous to those described in Method O, Example 111, but using phenylboronic acid and (4S,6S)-4-(5-((4-chloropyridin-2-yl)amino)-2-fluorophenyl)-4-(fluoromethyl)-6-(trifluoromethyl)-5,6-dihydro-4H-1,3-oxazin-2-amine (Example 16) as coupling partners. MS m/z=463 [M+H]+. Calculated for C23H19F5N4O: 462.4. Reactants: ClCCl, Clc1ccccn1, O=S(=O)(OS(=O)(=O)C(F)(F)F)C(F)(F)F, CC(CO)([N+](=O)[O-])[N+](=O)[O-], [Na+], [Na+], O=S(=O)([O-])[O-], C=CCO, C=CCOS(=O)(=O)C(F)(F)F. The product is C=CCOCC(C)([N+](=O)[O-])[N+](=O)[O-]. Reaction SMILES: [CH2:55]([Cl:56])[Cl:57].[Cl:5][c:6]1[n:7][cH:8][cH:9][cH:10][cH:11]1.[F:12][C:13]([S:14]([O:15][S:16]([C:17]([F:18])([F:19])[F:20])(=[O:21])=[O:22])(=[O:23])=[O:24])([F:25])[F:26].[N+:27](=[O:28])([O-:29])[C:30]([CH2:31][OH:32])([CH3:33])[N+:34](=[O:35])[O-:36].[Na+:48].[Na+:49].[O-:50][S:51](=[O:52])(=[O:53])[O-:54].[OH:1][CH2:2][CH:3]=[CH2:4].[S:37]([O:38][CH2:39][CH:40]=[CH2:41])([C:42]([F:43])([F:44])[F:45])(=[O:46])=[O:47]>>[CH2:2]=[CH:3][CH2:4][O:32][CH2:31][C:30]([N+:27](=[O:28])[O-:29])([CH3:33])[N+:34](=[O:35])[O-:36]. Reactants: FC(C1=CC(=NC=2N1N=CC2C(=O)O)C2=CC=C(C=C2)C(F)(F)F)F (7-difluoromethyl-5-(4-trifluoromethyl-phenyl)-pyrazolo[1,5-a]pyrimidine-3-carboxylic acid), NC=1C=C(C=CC1)S(=O)(=O)NCC (3-amino-N-ethyl-benzenesulfonamide). Yields the product C(C)NS(=O)(=O)C=1C=C(C=CC1)NC(=O)C=1C=NN2C1N=C(C=C2C(F)F)C2=CC=C(C=C2)C(F)(F)F (7-Difluoromethyl-5-(4-trifluoromethyl-phenyl)-pyrazolo[1,5-a]pyrimidine-3-carboxylic acid(3-ethylsulfamoyl-phenyl)-amide). As a reaction SMILES: [F:1][CH:2]([F:25])[C:3]1[N:8]2[N:9]=[CH:10][C:11]([C:12]([OH:14])=O)=[C:7]2[N:6]=[C:5]([C:15]2[CH:20]=[CH:19][C:18]([C:21]([F:24])([F:23])[F:22])=[CH:17][CH:16]=2)[CH:4]=1.[NH2:26][C:27]1[CH:28]=[C:29]([S:33]([NH:36][CH2:37][CH3:38])(=[O:35])=[O:34])[CH:30]=[CH:31][CH:32]=1>>[CH2:37]([NH:36][S:33]([C:29]1[CH:28]=[C:27]([NH:26][C:12]([C:11]2[CH:10]=[N:9][N:8]3[C:3]([CH:2]([F:25])[F:1])=[CH:4][C:5]([C:15]4[CH:20]=[CH:19][C:18]([C:21]([F:24])([F:22])[F:23])=[CH:17][CH:16]=4)=[N:6][C:7]=23)=[O:14])[CH:32]=[CH:31][CH:30]=1)(=[O:35])=[O:34])[CH3:38]. Procedure: The title compound was prepared from 7-difluoromethyl-5-(4-trifluoromethyl-phenyl)-pyrazolo[1,5-a]pyrimidine-3-carboxylic acid (example C.1) and 3-amino-N-ethyl-benzenesulfonamide [CAS 56445-08-0] according to general procedure II. Light yellow solid. MS (ISP) 538.1 [(M−H)−]; mp 259° C. Reactants: ClC(=O)SCl (chlorocarbonylsulfenyl chloride), N\C(=C/C#N)\C (3-amino-crotononitrile). Run in O1CCCC1 (tetrahydrofuran). Run at temperature 140 celsius. Product: C(#N)C1=C(NC(S1)=O)C (5-cyano-4-methyl-4-thiazoline-2-one). Yield: 72.6%. RXN SMILES: Cl[C:2]([S:4]Cl)=[O:3].[NH2:6]/[C:7](/[CH3:11])=[CH:8]\[C:9]#[N:10]>O1CCCC1>[C:9]([C:8]1[S:4][C:2](=[O:3])[NH:6][C:7]=1[CH3:11])#[N:10]. Reported procedure: 40 g of chlorocarbonylsulfenyl chloride were added to a mixture of 25 g of 3-amino-crotononitrile in 700 ml of tetrahydrofuran and the mixture was refluxed for 3 hours after which the solvent was distilled off under reduced pressure. The residue was heated at 140°C for 10 minutes and cooled and then 1N sodium hydroxide was added thereto. The aqueous solution was washed with ethylacetate, acidified with hydrochloric and extracted with ethylacetate. The organic extracts were dried, concentrated to... Reactants: S(O)(O)(=O)=O (sulphuric acid), C(C)(=O)OC1=C(C=C(C=C1)OC(C)=O)OC(C)=O (1,2,4-triacetoxy- benzene), C(C)(=O)OCC (ethyl acetate). Yields the product CC1=CC(OC2=CC(=C(C=C12)O)O)=O (4-methy1-6,7-dihydroxycoumarin). Yield: 95.0%. RXN SMILES: S(=O)(=O)(O)O.C([O:9][C:10]1[CH:15]=[CH:14][C:13]([O:16][C:17](=[O:19])[CH3:18])=[CH:12][C:11]=1[O:20]C(=O)C)(=O)C.[C:24](OCC)(=O)[CH3:25]>>[CH3:24][C:25]1[C:14]2[C:13](=[CH:12][C:11]([OH:20])=[C:10]([OH:9])[CH:15]=2)[O:16][C:17](=[O:19])[CH:18]=1. Procedure: 45 ml 75% sulphuric acid is added dropwise to a mixture of 5.8 ml ethyl acetate and 11.4 g 1,2,4-triacetoxy- benzene, heated for 30 min to 80° C., poured onto ice, filtered, the precipitate is washed neutral and dried in a vacuum. 8.2 g of the title compound (95 % of theory) is obtained with a melting point of 270° to 272° C. Starting materials: O=C([O-])O, CCOC(=O)CCC(=O)c1ccc(Br)cc1OC, CC[SiH](CC)CC, [Na+], O, O=C(O)C(F)(F)F. The product is CCOC(=O)CCCc1ccc(Br)cc1OC. As a reaction SMILES: [C:33](=[O:34])([OH:35])[O-:36].[CH2:1]([CH3:2])[O:3][C:4]([CH2:5][CH2:6][C:7](=[O:8])[c:9]1[c:10]([O:16][CH3:17])[cH:11][c:12]([Br:15])[cH:13][cH:14]1)=[O:18].[CH2:26]([SiH:27]([CH2:28][CH3:29])[CH2:30][CH3:31])[CH3:32].[Na+:37].[OH2:38].[OH:19][C:20]([C:21]([F:22])([F:23])[F:24])=[O:25]>>[CH2:1]([CH3:2])[O:3][C:4]([CH2:5][CH2:6][CH2:7][c:9]1[c:10]([O:16][CH3:17])[cH:11][c:12]([Br:15])[cH:13][cH:14]1)=[O:18].